Dataset: the Open Reaction Database (ORD), a public repository of structured organic reaction records. Task: describe an organic reaction: reactants, conditions, products, and yield Starting materials: CO, CC(C)CC(C)O, CN1C(=O)C2(CC2)CN(C2CCCCC2)c2nc(Cl)ncc21, CCN1CCC(NC(=O)c2cc(OC)c(N)cc2F)CC1, O, Cc1ccc(S(=O)(=O)O)cc1. The product is CCN1CCC(NC(=O)c2cc(OC)c(Nc3ncc4c(n3)N(C3CCCCC3)CC3(CC3)C(=O)N4C)cc2F)CC1. As a reaction SMILES: [CH3:56][OH:57].[CH3:58][CH:59]([CH3:60])[CH2:61][CH:62]([OH:63])[CH3:64].[Cl:1][c:2]1[n:3][cH:4][c:5]2[c:13]([n:14]1)[N:12]([CH:15]1[CH2:16][CH2:17][CH2:18][CH2:19][CH2:20]1)[CH2:11][C:8]1([C:7](=[O:21])[N:6]2[CH3:22])[CH2:9][CH2:10]1.[NH2:23][c:24]1[cH:25][c:26]([F:43])[c:27]([C:28](=[O:29])[NH:30][CH:31]2[CH2:32][CH2:33][N:34]([CH2:37][CH3:38])[CH2:35][CH2:36]2)[cH:39][c:40]1[O:41][CH3:42].[OH2:44].[c:45]1([CH3:46])[cH:47][cH:48][c:49]([S:50]([OH:51])(=[O:52])=[O:53])[cH:54][cH:55]1>>[c:2]1([NH:23][c:24]2[cH:25][c:26]([F:43])[c:27]([C:28](=[O:29])[NH:30][CH:31]3[CH2:32][CH2:33][N:34]([CH2:37][CH3:38])[CH2:35][CH2:36]3)[cH:39][c:40]2[O:41][CH3:42])[n:3][cH:4][c:5]2[c:13]([n:14]1)[N:12]([CH:15]1[CH2:16][CH2:17][CH2:18][CH2:19][CH2:20]1)[CH2:11][C:8]1([C:7](=[O:21])[N:6]2[CH3:22])[CH2:9][CH2:10]1. RXN SMILES: [CH3:1][N:2]([CH2:4][C:5]1[S:9][CH:8]=[C:7]([C:10](OC)=[O:11])[CH:6]=1)[CH3:3].[H-].[Al+3].[Li+].[H-].[H-].[H-].O>C(OCC)C>[CH3:3][N:2]([CH2:4][C:5]1[S:9][CH:8]=[C:7]([CH2:10][OH:11])[CH:6]=1)[CH3:1] |f:1.2.3.4.5.6|. Yield: 93.1%. The reactants are CN(C)CC1=CC(=CS1)C(=O)OC (methyl 5-(dimethylaminomethyl)-3-thiophenecarboxylate), [H-].[Al+3].[Li+].[H-].[H-].[H-] (lithium aluminium hydride), O (water). Reported procedure: A solution of methyl 5-(dimethylaminomethyl)-3-thiophenecarboxylate (1.5 g) in diethylether (50 ml) was treated with lithium aluminium hydride (0.21 g). After 1 hour water (2 ml) was added and the solution was filtered through diatomaceous earth. Evaporation of the filtrate gave an oily residue which distilled to give the title compound as an oil (1.2 g) b.p. (120°/0.1 mm). Yields the product CN(C)CC1=CC(=CS1)CO (5-(Dimethylaminomethyl)-3-thiophenemethanol). Solvent: C(C)OCC (diethylether). The reactants are [BH4-].[Na+] (sodium borohydride), O=C1C(C(CC1)C=CC(CCCCC)=O)CCCCCC(=O)O (6-[2-oxo-5-(3-oxo-1-octenyl)cyclopentyl]hexanoic acid). Run in [OH-].[Na+] (sodium hydroxide), C(C)O (ethanol), [OH-].[Na+] (sodium hydroxide). Run at temperature 10 celsius, time 1 day. Yields the product OC1C(C(CC1)C=CC(CCCCC)O)CCCCCC(=O)O (6-[2-hydroxy-5-(3-hydroxy-1-octenyl)cyclopentyl]-hexanoic acid). Yield: 85.4%. Reaction SMILES: [BH4-].[Na+].[O:3]=[C:4]1[CH2:8][CH2:7][CH:6]([CH:9]=[CH:10][C:11](=[O:17])[CH2:12][CH2:13][CH2:14][CH2:15][CH3:16])[CH:5]1[CH2:18][CH2:19][CH2:20][CH2:21][CH2:22][C:23]([OH:25])=[O:24]>[OH-].[Na+].C(O)C>[OH:3][CH:4]1[CH2:8][CH2:7][CH:6]([CH:9]=[CH:10][CH:11]([OH:17])[CH2:12][CH2:13][CH2:14][CH2:15][CH3:16])[CH:5]1[CH2:18][CH2:19][CH2:20][CH2:21][CH2:22][C:23]([OH:25])=[O:24] |f:0.1,3.4|. Procedure: A solution of sodium borohydride (0.2 g., 0.005 mole) in 0.2N aqueous sodium hydroxide (2 ml.) was added dropwise to a solution of 6-[2-oxo-5-(3-oxo-1-octenyl)cyclopentyl]hexanoic acid (0.61 g., 0.0019 mole) in ethanol (15 ml.) and N aqueous sodium hydroxide (1.9 ml., 0.0019 mole). The resulting solution was stirred for 1 day and then the ethanol was removed in vacuo. A small quantity of water was added and the solution was extracted twice with diethyl ether (to remove non-acidic material). The ...